This data is from the Open Reaction Database (ORD), a public repository of structured organic reaction records. The task is: describe an organic reaction: reactants, conditions, products, and yield Starting materials: CCCC[O-].[Na+] (sodium butylate), C(CC=CC)(=O)OCCCC (n-butyl 3-pentenoate). Solvent: C(CCC)O (n-butanol). Reaction conditions: temperature 65 celsius, time 6 hour. Yields the product C(CCC)OC(CC(=O)OCCCC)CC (n-butyl 3-n-butoxyvalerate). The yield is 825.7%. RXN SMILES: [CH3:1][CH2:2][CH2:3][CH2:4][O-:5].[Na+].[C:7]([O:13][CH2:14][CH2:15][CH2:16][CH3:17])(=[O:12])[CH2:8][CH:9]=[CH:10][CH3:11]>C(O)CCC>[CH2:4]([O:5][CH:9]([CH2:10][CH3:11])[CH2:8][C:7]([O:13][CH2:14][CH2:15][CH2:16][CH3:17])=[O:12])[CH2:3][CH2:2][CH3:1] |f:0.1|. Reported procedure: A solution of 4.8 g of sodium butylate in 74 g of n-butanol was added to 156 g of n-butyl 3-pentenoate at room temperature, and the mixture was heated to 65° C. and stirred at this temperature for 6 hours. The reaction mixture was cooled, n-butanol was distilled off, the residue was extracted by shaking with 25 ml of water, and the organic phase was dried over Na2SO4. Fractional distillation gave 95 g (41% of theory) of n-butyl 3-n-butoxyvalerate.